Task: describe an organic reaction: reactants, conditions, products, and yield. Dataset: the Open Reaction Database (ORD), a public repository of structured organic reaction records Reactants: Cl.ClC1=C(C2=CC=CC=C2C(=C1)F)N (2-Chloro-4-fluoro-1-naphthylamine hydrochloride), C1C2=CC=CC3=C2C(=CC=C3)C(=O)O1 (naphthalide), Cl (hydrochloric acid). Solvent: CCO (EtOH). Product: FC1=CC(=C(C2=CC=CC=C12)N)Cl (4-Fluoro-2-chloro-1-naphthylamine). Reaction SMILES: Cl.[Cl:2][C:3]1[CH:12]=[C:11]([F:13])[C:10]2[C:5](=[CH:6][CH:7]=[CH:8][CH:9]=2)[C:4]=1[NH2:14].C1OC(=O)C2=CC=CC3=C2C1=CC=C3.Cl>CCO>[F:13][C:11]1[C:10]2[C:5](=[CH:6][CH:7]=[CH:8][CH:9]=2)[C:4]([NH2:14])=[C:3]([Cl:2])[CH:12]=1 |f:0.1|. Procedure: 2-Chloro-4-fluoro-1-naphthylamine hydrochloride-- A mixture of the above naphthalide (10 g), concd. hydrochloric acid (100 ml), and EtOH (100 ml) was refluxed for 8 hrs. The seperated material was filtered from the cold mixture, washed with water, and dried. Crystallization from EtOH gave colorless needles (16.2 g) of mp 215°-217° C. Starting materials: C(C)OC(CC1=CC(=C(C=C1)OC)OC1=C(C=C(C=C1)[N+](=O)[O-])CO)=O ([3-(2-hydroxymethyl-4-nitro-phenoxy)-4-methoxy-phenyl]-acetic acid ethyl ester), P(Br)(Br)Br (phosphorus tribromide). Run in COCCOC (DME). Run at time 8 hour. Product: C(C)OC(CC1=CC(=C(C=C1)OC)OC1=C(C=C(C=C1)[N+](=O)[O-])CBr)=O ([3-(2-Bromomethyl-4-nitro-phenoxy)-4-methoxy-phenyl]-acetic acid ethyl ester). Reaction SMILES: [CH2:1]([O:3][C:4](=[O:26])[CH2:5][C:6]1[CH:11]=[CH:10][C:9]([O:12][CH3:13])=[C:8]([O:14][C:15]2[CH:20]=[CH:19][C:18]([N+:21]([O-:23])=[O:22])=[CH:17][C:16]=2[CH2:24]O)[CH:7]=1)[CH3:2].P(Br)(Br)[Br:28]>COCCOC>[CH2:1]([O:3][C:4](=[O:26])[CH2:5][C:6]1[CH:11]=[CH:10][C:9]([O:12][CH3:13])=[C:8]([O:14][C:15]2[CH:20]=[CH:19][C:18]([N+:21]([O-:23])=[O:22])=[CH:17][C:16]=2[CH2:24][Br:28])[CH:7]=1)[CH3:2]. Procedure: To a solution of [3-(2-hydroxymethyl-4-nitro-phenoxy)-4-methoxy-phenyl]-acetic acid ethyl ester (15.14 g, 41.9 mmol) in DME was added phosphorus tribromide (5.92 mL, 62.8 mmol), and the reaction was stirred at room temperature overnight. After cooling to 0° C., the mixture was quenched with saturated aqueous NaHCO3 and extracted with EtOAc. The combined organic layers were dried over MgSO4, filtered, and concentrated to give the title compound. Reactants: Cl (hydrochloric acid), COC1=CC(=C(C=C1)C1=CC=CC=C1)C(C)(C)C1=C(C=CC(=C1)OC)C1=CC=CC=C1 (2,2-bis(4-methoxybiphenylyl) propane), [B] (boron), B(Br)(Br)Br (boron tribromide), [OH-].[Na+] (sodium hydroxide). Run in C(Cl)Cl (methylene chloride), C(C)(=O)OCC (ethyl acetate). Conditions: time 0.5 hour. Product: OC1=CC(=C(C=C1)C1=CC=CC=C1)C(C)(C)C1=C(C=CC(=C1)O)C1=CC=CC=C1 (2,2-bis(4-hydroxybiphenylyl) propane). Yield: 53.0%. RXN SMILES: C[O:2][C:3]1[CH:8]=[CH:7][C:6]([C:9]2[CH:14]=[CH:13][CH:12]=[CH:11][CH:10]=2)=[C:5]([C:15]([C:18]2[CH:23]=[C:22]([O:24]C)[CH:21]=[CH:20][C:19]=2[C:26]2[CH:31]=[CH:30][CH:29]=[CH:28][CH:27]=2)([CH3:17])[CH3:16])[CH:4]=1.B(Br)(Br)Br.[OH-].[Na+].[B].Cl>C(OCC)(=O)C.C(Cl)Cl>[OH:2][C:3]1[CH:8]=[CH:7][C:6]([C:9]2[CH:10]=[CH:11][CH:12]=[CH:13][CH:14]=2)=[C:5]([C:15]([C:18]2[CH:23]=[C:22]([OH:24])[CH:21]=[CH:20][C:19]=2[C:26]2[CH:31]=[CH:30][CH:29]=[CH:28][CH:27]=2)([CH3:17])[CH3:16])[CH:4]=1 |f:2.3|. Reported procedure: A solution of 5.21 grams (12.8 mmol.) of 2,2-bis(4-methoxybiphenylyl) propane and 6.30 grams (25.5 mmol.) of boron tribromide in 150 ml. of methylene chloride was stirred at room temperature in a nitrogen atmosphere for 18 hours, after which 50 ml. of 10% aqueous sodium hydroxide solution was cautiously added to hydrolyze boron compounds. After 1/2 hour, the mixture was diluted with an equal volume of ethyl acetate and acidified by the addition of 10% aqueous hydrochloric acid solution. The orga... Starting materials: CCN=C=NCCCN(C)C, CCN(C(C)C)C(C)C, COc1ccc(Cn2nc(-c3nccn3C)c3c(Oc4ccc(N)cc4F)ccnc32)cc1, ClCCl, Cl, O=C(O)c1ccnn(-c2ccc(F)cc2)c1=O, On1nnc2ccccc21. The product is COc1ccc(Cn2nc(-c3nccn3C)c3c(Oc4ccc(NC(=O)c5ccnn(-c6ccc(F)cc6)c5=O)cc4F)ccnc32)cc1. RXN SMILES: [CH2:52]([N:53]=[C:54]=[N:55][CH2:56][CH2:57][CH2:58][N:59]([CH3:60])[CH3:61])[CH3:62].[CH2:73]([N:74]([CH:75]([CH3:76])[CH3:77])[CH:78]([CH3:79])[CH3:80])[CH3:81].[CH3:1][O:2][c:3]1[cH:4][cH:5][c:6]([CH2:7][n:8]2[n:9][c:10](-[c:26]3[n:27]([CH3:31])[cH:28][cH:29][n:30]3)[c:11]3[c:12]2[n:13][cH:14][cH:15][c:16]3[O:17][c:18]2[c:19]([F:25])[cH:20][c:21]([NH2:24])[cH:22][cH:23]2)[cH:32][cH:33]1.[Cl:82][CH2:83][Cl:84].[ClH:51].[F:34][c:35]1[cH:36][cH:37][c:38](-[n:41]2[n:42][cH:43][cH:44][c:45]([C:48](=[O:49])[OH:50])[c:46]2=[O:47])[cH:39][cH:40]1.[n:63]1([OH:64])[c:65]2[cH:66][cH:67][cH:68][cH:69][c:70]2[n:71][n:72]1>>[CH3:1][O:2][c:3]1[cH:4][cH:5][c:6]([CH2:7][n:8]2[n:9][c:10](-[c:26]3[n:27]([CH3:31])[cH:28][cH:29][n:30]3)[c:11]3[c:12]2[n:13][cH:14][cH:15][c:16]3[O:17][c:18]2[c:19]([F:25])[cH:20][c:21]([NH:24][C:48]([c:45]3[cH:44][cH:43][n:42][n:41](-[c:38]4[cH:37][cH:36][c:35]([F:34])[cH:40][cH:39]4)[c:46]3=[O:47])=[O:49])[cH:22][cH:23]2)[cH:32][cH:33]1.